This data is from the Open Reaction Database (ORD), a public repository of structured organic reaction records. The task is: describe an organic reaction: reactants, conditions, products, and yield Starting materials: [Br-], CC(C)(C)OC(=O)NC(CO)CO[Si](C)(C)C(C)(C)C, C1CCOC1, CCOCC, BrC1CCCC1, [Mg+]C1CCCC1. The product is CC(C)(C)OC(=O)NC(CO[Si](C)(C)C(C)(C)C)CC1CCCC1. Reaction SMILES: [Br-:7].[C:14]([CH3:15])([CH3:16])([CH3:17])[Si:18]([O:19][CH2:20][CH:21]([CH2:22][OH:23])[NH:24][C:25]([O:26][C:27]([CH3:28])([CH3:29])[CH3:30])=[O:31])([CH3:32])[CH3:33].[CH2:34]1[O:35][CH2:36][CH2:37][CH2:38]1.[CH3:39][CH2:40][O:41][CH2:42][CH3:43].[CH:1]1([Br:6])[CH2:2][CH2:3][CH2:4][CH2:5]1.[CH:8]1([Mg+:9])[CH2:10][CH2:11][CH2:12][CH2:13]1>>[CH:1]1([CH2:22][CH:21]([CH2:20][O:19][Si:18]([C:14]([CH3:15])([CH3:16])[CH3:17])([CH3:32])[CH3:33])[NH:24][C:25]([O:26][C:27]([CH3:28])([CH3:29])[CH3:30])=[O:31])[CH2:2][CH2:3][CH2:4][CH2:5]1. Starting materials: CC(C)(C)OC(=O)N1CCCC1CO, C1CCOC1, CC(C)OC(=O)N=NC(=O)OC(C)C, COC(=O)c1ccc(O)cc1, c1ccc(P(c2ccccc2)c2ccccc2)cc1. The product is COC(=O)c1ccc(OCC2CCCN2C(=O)OC(C)(C)C)cc1. RXN SMILES: [C:12](=[O:13])([O:14][C:15]([CH3:16])([CH3:17])[CH3:18])[N:19]1[CH:20]([CH2:21][OH:22])[CH2:23][CH2:24][CH2:25]1.[CH2:59]1[O:60][CH2:61][CH2:62][CH2:63]1.[O:45]=[C:46]([O:47][CH:48]([CH3:49])[CH3:50])[N:51]=[N:52][C:53]([O:54][CH:55]([CH3:56])[CH3:57])=[O:58].[OH:1][c:2]1[cH:3][cH:4][c:5]([C:6](=[O:7])[O:8][CH3:9])[cH:10][cH:11]1.[c:26]1([P:27]([c:28]2[cH:29][cH:30][cH:31][cH:32][cH:33]2)[c:34]2[cH:35][cH:36][cH:37][cH:38][cH:39]2)[cH:40][cH:41][cH:42][cH:43][cH:44]1>>[O:1]([c:2]1[cH:3][cH:4][c:5]([C:6](=[O:7])[O:8][CH3:9])[cH:10][cH:11]1)[CH2:21][CH:20]1[N:19]([C:12](=[O:13])[O:14][C:15]([CH3:16])([CH3:17])[CH3:18])[CH2:25][CH2:24][CH2:23]1. The reactants are [BH4-], CN(C)S(=O)(=O)c1c(Br)cc(C=O)cc1Br, C1CCOC1, [Na+]. Yields the product CN(C)S(=O)(=O)c1c(Br)cc(CO)cc1Br. As a reaction SMILES: [BH4-:17].[Br:1][c:2]1[cH:3][c:4]([CH:5]=[O:6])[cH:7][c:8]([Br:16])[c:9]1[S:10]([N:11]([CH3:12])[CH3:13])(=[O:14])=[O:15].[CH2:19]1[O:20][CH2:21][CH2:22][CH2:23]1.[Na+:18]>>[Br:1][c:2]1[cH:3][c:4]([CH2:5][OH:6])[cH:7][c:8]([Br:16])[c:9]1[S:10]([N:11]([CH3:12])[CH3:13])(=[O:14])=[O:15]. Starting materials: CCO, Cl, [Na+], [OH-], CC(C)(C)OC(=O)N1CCC(OCC=Cc2ccccc2)CC1. Product: C(=Cc1ccccc1)COC1CCNCC1. As a reaction SMILES: [CH3:27][CH2:28][OH:29].[ClH:24].[Na+:26].[OH-:25].[c:1]1([CH:7]=[CH:8][CH2:9][O:10][CH:11]2[CH2:12][CH2:13][N:14]([C:17]([O:18][C:19]([CH3:20])([CH3:21])[CH3:22])=[O:23])[CH2:15][CH2:16]2)[cH:2][cH:3][cH:4][cH:5][cH:6]1>>[c:1]1([CH:7]=[CH:8][CH2:9][O:10][CH:11]2[CH2:12][CH2:13][NH:14][CH2:15][CH2:16]2)[cH:2][cH:3][cH:4][cH:5][cH:6]1. Starting materials: CC(C=O)=CCC1CC=C(C)C1(C)C, CC(C)=O, CC(C)O, O=S(=O)(O)O. As a reaction SMILES: [CH3:10][C:11]([CH:12]=[O:13])=[CH:14][CH2:15][CH:16]1[C:17]([CH3:22])([CH3:23])[C:18]([CH3:21])=[CH:19][CH2:20]1.[CH3:24][C:25](=[O:26])[CH3:27].[CH:6]([OH:7])([CH3:8])[CH3:9].[S:1](=[O:2])(=[O:3])([OH:4])[OH:5]>>[CH3:10][C:11]([CH2:12][OH:13])=[CH:14][CH2:15][CH:16]1[C:17]([CH3:22])([CH3:23])[C:18]([CH3:21])=[CH:19][CH2:20]1. Product: CC(=CCC1CC=C(C)C1(C)C)CO.